Dataset: the Open Reaction Database (ORD), a public repository of structured organic reaction records. Task: describe an organic reaction: reactants, conditions, products, and yield The reactants are [H-].[Na+] (sodium hydride), ClC1=C(C=C(C=C1OC)OC)NCC=1C(=NC(=NC1)SC)NCC ({5-[(2-chloro-3,5-dimethoxy-phenylamino)-methyl]-2-methylsulfanyl-pyrimidin-4-yl}-ethyl-amine), C(=O)(N1C=NC=C1)N1C=NC=C1 (1,1′-carbonyldiimidazole). Solvent: CN(C)C=O (DMF). Run at time 1 hour. The product is ClC1=C(C=C(C=C1OC)OC)N1C(N(C2=NC(=NC=C2C1)SC)CC)=O (3-(2-Chloro-3,5-dimethoxy-phenyl)-1-ethyl-7-methylsulfanyl-3,4-dihydro-pyrimido[4,5-d]pyrimidin-2(1H)-one). The yield is 70.2%. RXN SMILES: [Cl:1][C:2]1[C:7]([O:8][CH3:9])=[CH:6][C:5]([O:10][CH3:11])=[CH:4][C:3]=1[NH:12][CH2:13][C:14]1[C:15]([NH:22][CH2:23][CH3:24])=[N:16][C:17]([S:20][CH3:21])=[N:18][CH:19]=1.[H-].[Na+].[C:27](N1C=CN=C1)(N1C=CN=C1)=[O:28]>CN(C=O)C>[Cl:1][C:2]1[C:7]([O:8][CH3:9])=[CH:6][C:5]([O:10][CH3:11])=[CH:4][C:3]=1[N:12]1[CH2:13][C:14]2[C:15](=[N:16][C:17]([S:20][CH3:21])=[N:18][CH:19]=2)[N:22]([CH2:23][CH3:24])[C:27]1=[O:28] |f:1.2|. Procedure details: Into a solution of 1.00 g (2.71 mmol) of {5-[(2-chloro-3,5-dimethoxy-phenylamino)-methyl]-2-methylsulfanyl-pyrimidin-4-yl}-ethyl-amine in 7 mL of dry DMF cooled to 5° C. was added 0.271 g (6.78 mmol) of sodium hydride as a 60% mineral oil suspension. The ice bath was removed, and the reaction was stirred for 1 hour. To the reaction was then added 1.32 g (8.13 mmol) of 1,1′-carbonyldiimidazole. After stirring a further 2 hours, the reaction was concentrated in vacuo. The residue was partitioned b... The reactants are O=C([O-])O, CCN=C=NCCCN(C)C, COc1cc(C(=O)N(C)c2ccc(C)cc2OCCCCCC(=O)N2CCN(C)CC2)ccc1C(=O)O, CN(C)C=O, Cl, CN1CCN(Cc2nc3c(N)cccc3[nH]2)CC1, [Na+], On1nnc2ccccc21. Yields the product COc1cc(C(=O)N(C)c2ccc(C)cc2OCCCCCC(=O)N2CCN(C)CC2)ccc1C(=O)Nc1cccc2[nH]c(CN3CCN(C)CC3)nc12. As a reaction SMILES: [C:78](=[O:79])([OH:80])[O-:81].[CH2:39]([N:40]=[C:41]=[N:42][CH2:43][CH2:44][CH2:45][N:46]([CH3:47])[CH3:48])[CH3:49].[CH3:1][O:2][c:3]1[c:4]([C:5](=[O:6])[OH:7])[cH:8][cH:9][c:10]([C:12]([N:13]([c:14]2[c:15]([O:21][CH2:22][CH2:23][CH2:24][CH2:25][CH2:26][C:27](=[O:28])[N:29]3[CH2:30][CH2:31][N:32]([CH3:35])[CH2:33][CH2:34]3)[cH:16][c:17]([CH3:20])[cH:18][cH:19]2)[CH3:36])=[O:37])[cH:11]1.[CH3:83][N:84]([CH3:85])[CH:86]=[O:87].[ClH:38].[NH2:60][c:61]1[cH:62][cH:63][cH:64][c:65]2[nH:66][c:67]([CH2:70][N:71]3[CH2:72][CH2:73][N:74]([CH3:77])[CH2:75][CH2:76]3)[n:68][c:69]12.[Na+:82].[OH:50][n:51]1[c:52]2[cH:53][cH:54][cH:55][cH:56][c:57]2[n:58][n:59]1>>[CH3:1][O:2][c:3]1[c:4]([C:5](=[O:6])[NH:60][c:61]2[cH:62][cH:63][cH:64][c:65]3[nH:66][c:67]([CH2:70][N:71]4[CH2:72][CH2:73][N:74]([CH3:77])[CH2:75][CH2:76]4)[n:68][c:69]23)[cH:8][cH:9][c:10]([C:12]([N:13]([c:14]2[c:15]([O:21][CH2:22][CH2:23][CH2:24][CH2:25][CH2:26][C:27](=[O:28])[N:29]3[CH2:30][CH2:31][N:32]([CH3:35])[CH2:33][CH2:34]3)[cH:16][c:17]([CH3:20])[cH:18][cH:19]2)[CH3:36])=[O:37])[cH:11]1. Reactants: [BH4-].[Na+] (sodium borohydride), [Cl-].[Na+] (sodium chloride), COC(=O)[C@@H]1[C@@H](C(N1)=O)NC(=O)OCC1=CC=CC=C1 (cis-(±)-4-(methoxycarbonyl)-3-[((phenylmethoxy) carbonyl)amino]-2-azetidinone), Cl (hydrochloric acid). Reagents/catalysts: [Cl-].[Zn+2].[Cl-] (zinc chloride). Solvent: O1CCCC1 (tetrahydrofuran), C(C)(=O)OCC (ethyl acetate). Conditions: time 8 hour. Yields the product OC[C@@H]1[C@@H](C(N1)=O)NC(=O)OCC1=CC=CC=C1 (cis-(±)-4-(Hydroxymethyl)-3-[((phenylmethoxy)-carbonyl)amino]-2-azetidinone). Yield: 68.9%. RXN SMILES: [BH4-].[Na+].C[O:4][C:5]([C@H:7]1[NH:10][C:9](=[O:11])[C@H:8]1[NH:12][C:13]([O:15][CH2:16][C:17]1[CH:22]=[CH:21][CH:20]=[CH:19][CH:18]=1)=[O:14])=O.Cl.[Cl-].[Na+]>O1CCCC1.[Cl-].[Zn+2].[Cl-].C(OCC)(=O)C>[OH:4][CH2:5][C@H:7]1[NH:10][C:9](=[O:11])[C@H:8]1[NH:12][C:13]([O:15][CH2:16][C:17]1[CH:22]=[CH:21][CH:20]=[CH:19][CH:18]=1)=[O:14] |f:0.1,4.5,7.8.9|. Procedure: To a stirred solution of zinc chloride (23.2 g) in anhydrous tetrahydrofuran (300 ml) at 0° C. is added sodium borohydride (13.8 g) and the mixture is allowed to warm to room temperature and is stirred overnight. To the mixture is added cis-(±)-4-(methoxycarbonyl)-3-[((phenylmethoxy) carbonyl)amino]-2-azetidinone (39.2 g) and the reaction mixture is slowly heated to 65° C. and stirred at that temperature for 2 hours. The reaction mixture is cooled to 0° C. and 6 N hydrochloric acid (200 ml) is a... Solvent: C(C)#N (acetonitrile), C(C)#N (acetonitrile). Product: NC1=NC(=NC(=N1)C(C)C)NC(CCC1=CC=C(C=C1)F)C (2-Amino-4-isopropyl-6-[1-(4-fluorophenyl)-3-butylamino]-1,3,5-triazine). Reactants: NC1=NC(=NC(=N1)Cl)C(C)C (2-amino-4-chloro-6-isopropyl-1,3,5-triazine), C(=O)([O-])[O-].[K+].[K+] (K2CO3), FC1=CC=C(C=C1)CCC(C)N (1-(4-fluorophenyl)-3-butylamine). Reported procedure: 2.6 g (0.015 mol) of 2-amino-4-chloro-6-isopropyl-1,3,5-triazine and 2.1 g (0.015 mol) of K2CO3 are initially introduced in 50 ml of acetonitrile. 2.5 g (0.015 mol) of 1-(4-fluorophenyl)-3-butylamine, dissolved in 20 ml of acetonitrile, are added dropwise to this solution. It is then heated to reflux for 3 hours. The solid constituents are then filtered off with suction and the filtrate is concentrated in a rotary evaporator. The residue is purified by means of column chromatography (eluent: eth... Reaction SMILES: [NH2:1][C:2]1[N:7]=[C:6](Cl)[N:5]=[C:4]([CH:9]([CH3:11])[CH3:10])[N:3]=1.C([O-])([O-])=O.[K+].[K+].[F:18][C:19]1[CH:24]=[CH:23][C:22]([CH2:25][CH2:26][CH:27]([NH2:29])[CH3:28])=[CH:21][CH:20]=1>C(#N)C>[NH2:1][C:2]1[N:3]=[C:4]([CH:9]([CH3:11])[CH3:10])[N:5]=[C:6]([NH:29][CH:27]([CH3:28])[CH2:26][CH2:25][C:22]2[CH:21]=[CH:20][C:19]([F:18])=[CH:24][CH:23]=2)[N:7]=1 |f:1.2.3|. Reactants: O=C(CC(=O)OC)[C@H](C)C1=CC=C(C=C1)NC=1SC=C(N1)C(F)(F)F (methyl (4R)-3-oxo-4-(4-{[4-(trifluoromethyl)-1,3-thiazol-2-yl]amino}phenyl)pentanoate). Solvent: CC(=O)O (AcOH), Cl (HCl). Conditions: time 8 hour. Yields the product O=C(CC(=O)O)[C@H](C)C1=CC=C(C=C1)NC=1SC=C(N1)C(F)(F)F ((4R)-3-oxo-4-(4-{[4-(trifluoromethyl)-1,3-thiazol-2-yl]amino}phenyl)pentanoic acid). Yield: 79.0%. RXN SMILES: [O:1]=[C:2]([C@@H:8]([C:10]1[CH:15]=[CH:14][C:13]([NH:16][C:17]2[S:18][CH:19]=[C:20]([C:22]([F:25])([F:24])[F:23])[N:21]=2)=[CH:12][CH:11]=1)[CH3:9])[CH2:3][C:4]([O:6]C)=[O:5]>CC(O)=O.Cl>[O:1]=[C:2]([C@@H:8]([C:10]1[CH:11]=[CH:12][C:13]([NH:16][C:17]2[S:18][CH:19]=[C:20]([C:22]([F:25])([F:24])[F:23])[N:21]=2)=[CH:14][CH:15]=1)[CH3:9])[CH2:3][C:4]([OH:6])=[O:5]. Reported procedure: A solution of methyl (4R)-3-oxo-4-(4-{[4-(trifluoromethyl)-1,3-thiazol-2-yl]amino}phenyl)pentanoate (372 mg, 1 mmol) in AcOH (10 ml) and 37% HCl (1.5 ml) was refluxed for 12 h. After cooling at room temperature and solvents evaporation, the crude product was diluted with CH2Cl2 (10 ml), washed with water (3×5 ml) and brine (3×5 ml) and dried over anhydrous Na2SO4. After solvent evaporation the resulting pale yellow oil was pulped overnight in n-hexane. Pure (4R)-3-oxo-4-(4-{[4-(trifluoromethyl)-... Starting materials: BrCc1ccccc1, C=C1COc2ccc(C(=O)OC)cc2C(S(=O)(=O)c2ccccc2)C1, C[Si](C)(C)[N-][Si](C)(C)C, CN1CCCN(C)C1=O, ClCCl, Cl, [Li+], C1CCOC1, O. The product is C=C1COc2ccc(C(=O)OC)cc2C(Cc2ccccc2)(S(=O)(=O)c2ccccc2)C1. Reaction SMILES: [Br:45][CH2:46][c:47]1[cH:48][cH:49][cH:50][cH:51][cH:52]1.[CH2:20]=[C:21]1[CH2:22][O:23][c:24]2[c:25]([cH:37][c:38]([C:41](=[O:42])[O:43][CH3:44])[cH:39][cH:40]2)[CH:26]([S:28](=[O:29])(=[O:30])[c:31]2[cH:32][cH:33][cH:34][cH:35][cH:36]2)[CH2:27]1.[CH3:10][Si:11]([N-:12][Si:13]([CH3:14])([CH3:15])[CH3:16])([CH3:17])[CH3:18].[CH3:1][N:2]1[CH2:3][CH2:4][CH2:5][N:6]([CH3:7])[C:8]1=[O:9].[Cl:59][CH2:60][Cl:61].[ClH:53].[Li+:19].[O:54]1[CH2:55][CH2:56][CH2:57][CH2:58]1.[OH2:62]>>[CH2:20]=[C:21]1[CH2:22][O:23][c:24]2[c:25]([cH:37][c:38]([C:41](=[O:42])[O:43][CH3:44])[cH:39][cH:40]2)[C:26]([S:28](=[O:29])(=[O:30])[c:31]2[cH:32][cH:33][cH:34][cH:35][cH:36]2)([CH2:46][c:47]2[cH:48][cH:49][cH:50][cH:51][cH:52]2)[CH2:27]1.